describe an organic reaction: reactants, conditions, products, and yield From a dataset of the Open Reaction Database (ORD), a public repository of structured organic reaction records. The reactants are ClC1=CC2=C(OC3=C(C=N2)C=CC=C3)C=C1 (8-chloro-dibenz[b,f][1,4]oxazepine), NCC1=CC=NC=C1 (4-(aminomethyl)pyridine), N1=C(C=CC=C1C(=O)Cl)C(=O)Cl (2,6-pyridine-dicarbonyl chloride), CN1CCOCC1 (4-methylmorpholine). Solvent: C(Cl)(Cl)Cl (CHCl3). Conditions: time 16 hour. Yields the product Cl.ClC1=CC2=C(OC3=C(CN2C(=O)C2=CC=CC(=N2)C(=O)NCC2=CC=NC=C2)C=CC=C3)C=C1 (6-[(8-chlorodibenz[b,f][1,4]oxazepin-10(11H)-yl)carbonyl]-N-(4-pyridinylmethyl )-2-pyridinecarboxamide, hydrochloride). As a reaction SMILES: [Cl:1][C:2]1[CH:16]=[CH:15][C:5]2[O:6][C:7]3[CH:14]=[CH:13][CH:12]=[CH:11][C:8]=3[CH:9]=[N:10][C:4]=2[CH:3]=1.[N:17]1[C:22]([C:23](Cl)=[O:24])=[CH:21][CH:20]=[CH:19][C:18]=1[C:26](Cl)=[O:27].CN1CCOCC1.[NH2:36][CH2:37][C:38]1[CH:43]=[CH:42][N:41]=[CH:40][CH:39]=1>C(Cl)(Cl)Cl>[ClH:1].[Cl:1][C:2]1[CH:16]=[CH:15][C:5]2[O:6][C:7]3[CH:14]=[CH:13][CH:12]=[CH:11][C:8]=3[CH2:9][N:10]([C:23]([C:22]3[N:17]=[C:18]([C:26]([NH:36][CH2:37][C:38]4[CH:43]=[CH:42][N:41]=[CH:40][CH:39]=4)=[O:27])[CH:19]=[CH:20][CH:21]=3)=[O:24])[C:4]=2[CH:3]=1 |f:5.6|. Procedure: A solution of 8-chloro-dibenz[b,f][1,4]oxazepine (0.77 g), 2,6-pyridine-dicarbonyl chloride (0.68 g) and 4-methylmorpholine (0.367 mL) in CHCl3 (33 mL) was allowed to stand at ambient temperature for 16 hours. To this solution was added 4-(aminomethyl)pyridine (0.34 mL) and the mixture was allowed to stand at ambient temperature for 16 hours. The mixture was concentrated and the residue was extracted with ethyl acetate and saturated NaHCO3. The organic extract was concentrated and the residue ch... The reactants are CCC(C(=O)O)N(c1cccc(Cl)c1C)S(=O)(=O)c1ccc(C)cc1, C1COCCO1, CCO, [Na+], [OH-]. The product is Cc1ccc(S(=O)(=O)N(CC(=O)O)c2cccc(Cl)c2C)cc1. As a reaction SMILES: [CH2:1]([CH3:2])[CH:3]([N:4]([S:5](=[O:6])(=[O:7])[c:8]1[cH:9][cH:10][c:11]([CH3:14])[cH:12][cH:13]1)[c:15]1[c:16]([CH3:22])[c:17]([Cl:21])[cH:18][cH:19][cH:20]1)[C:23](=[O:24])[OH:25].[CH2:31]1[O:32][CH2:33][CH2:34][O:35][CH2:36]1.[CH3:28][CH2:29][OH:30].[Na+:27].[OH-:26]>>[CH2:3]([N:4]([S:5](=[O:6])(=[O:7])[c:8]1[cH:9][cH:10][c:11]([CH3:14])[cH:12][cH:13]1)[c:15]1[c:16]([CH3:22])[c:17]([Cl:21])[cH:18][cH:19][cH:20]1)[C:23](=[O:24])[OH:25]. The reactants are CC(=O)C1=CC=CC2=CC=CC=C21 (1-acetonaphthone), IC=1N=CN(C1)C(C1=CC=CC=C1)(C1=CC=CC=C1)C1=CC=CC=C1 (4-iodo-1-tritylimidazole), CeCl3, C(C)[Mg]Br (ethyl magnesium bromide). Run in ClCCl (dichloromethane), ClCCl (dichloromethane). Product: C1(=CC=CC2=CC=CC=C12)C(C)(O)C=1N=CN(C1)C(C1=CC=CC=C1)(C1=CC=CC=C1)C1=CC=CC=C1 (1-naphthalen-1-yl-1-(1-trityl-1H-imidazol-4-yl)-ethanol). Reaction SMILES: I[C:2]1[N:3]=[CH:4][N:5]([C:7]([C:20]2[CH:25]=[CH:24][CH:23]=[CH:22][CH:21]=2)([C:14]2[CH:19]=[CH:18][CH:17]=[CH:16][CH:15]=2)[C:8]2[CH:13]=[CH:12][CH:11]=[CH:10][CH:9]=2)[CH:6]=1.C([Mg]Br)C.[CH3:30][C:31]([C:33]1[C:42]2[C:37](=[CH:38][CH:39]=[CH:40][CH:41]=2)[CH:36]=[CH:35][CH:34]=1)=[O:32]>ClCCl>[C:33]1([C:31]([C:2]2[N:3]=[CH:4][N:5]([C:7]([C:8]3[CH:13]=[CH:12][CH:11]=[CH:10][CH:9]=3)([C:20]3[CH:21]=[CH:22][CH:23]=[CH:24][CH:25]=3)[C:14]3[CH:15]=[CH:16][CH:17]=[CH:18][CH:19]=3)[CH:6]=2)([OH:32])[CH3:30])[C:42]2[C:37](=[CH:38][CH:39]=[CH:40][CH:41]=2)[CH:36]=[CH:35][CH:34]=1. Procedure details: A mixture of 4-iodo-1-tritylimidazole (commercially available) (4.5 g, 10.3 mmol) in dichloromethane (50 mL) at 22° C. was treated with ethyl magnesium bromide (3.48 mL, 10.4 mmol, 3M in ether) and allowed to react for 1 h. Anhydrous CeCl3 (3.3 g, 13.4 mmol) was added and the mixture was stirred for 30 m. A solution of 1-acetonaphthone (commercially available from Aldrich) (2.6 g, 15.9 mmol) in dichloromethane was added via syringe at 22° C. and stirred for 16 h. The mixture was quenched with a ... The reactants are BrC=1C=NC=2N(C1)N=C(C2)C(C)(C)C (6-bromo-2-tert-butyl-pyrazolo[1,5-a]pyrimidine), C(#C)C1=CC(=CC=C1)OC (1-ethynyl-3-methoxybenzene). The product is C(C)(C)(C)C1=NN2C(N=CC(=C2)C#CC2=CC(=CC=C2)OC)=C1 (2-tert-Butyl-6-(3-methoxy-phenylethynyl)-pyrazolo[1,5-a]pyrimidine). As a reaction SMILES: Br[C:2]1[CH:3]=[N:4][C:5]2[N:6]([N:8]=[C:9]([C:11]([CH3:14])([CH3:13])[CH3:12])[CH:10]=2)[CH:7]=1.[C:15]([C:17]1[CH:22]=[CH:21][CH:20]=[C:19]([O:23][CH3:24])[CH:18]=1)#[CH:16]>>[C:11]([C:9]1[CH:10]=[C:5]2[N:4]=[CH:3][C:2]([C:16]#[C:15][C:17]3[CH:22]=[CH:21][CH:20]=[C:19]([O:23][CH3:24])[CH:18]=3)=[CH:7][N:6]2[N:8]=1)([CH3:14])([CH3:13])[CH3:12]. Procedure: The title compound, yellow solid, MS: m/e=306.2 (M+H+), can be prepared in accordance with the general method of example 1 from 6-bromo-2-tert-butyl-pyrazolo[1,5-a]pyrimidine (example 9, step 1) and 1-ethynyl-3-methoxybenzene. Reactants: ClC1=NC=CC(=C1)NC(C1=CC(=CC=C1)C(F)(F)F)=O (N-(2-chloropyridin-4-yl)-3-(trifluoromethyl)benzamide), CC(C)C1=CC(=C(C(=C1)C(C)C)C2=C(C=CC=C2)P(C3CCCCC3)C4CCCCC4)C(C)C (X-PHOS), N1(CCCCC1)C1=CC(=C(C=C1)N)B1OC(C(O1)(C)C)(C)C (4-(piperidin-1-yl)-2-(4,4,5,5-tetramethyl-1,3,2-dioxaborolan-2-yl)benzenamine), K3PO4.7H2O. Reagents/catalysts: Cl[Pd]([P](C1=CC=CC=C1)(C2=CC=CC=C2)C3=CC=CC=C3)([P](C4=CC=CC=C4)(C5=CC=CC=C5)C6=CC=CC=C6)Cl (Pd(PPh3)2Cl2). Run in COCCOC.O (DME H2O). Reaction conditions: temperature 80 celsius, time 2 hour. Yields the product NC1=C(C=C(C=C1)N1CCCCC1)C1=NC=CC(=C1)NC(C1=CC(=CC=C1)C(F)(F)F)=O (N-(2-(2-amino-5-(piperidin-1-yl)phenyl)pyridin-4-yl)-3-(trifluoromethyl)benzamide). As a reaction SMILES: Cl[C:2]1[CH:7]=[C:6]([NH:8][C:9](=[O:20])[C:10]2[CH:15]=[CH:14][CH:13]=[C:12]([C:16]([F:19])([F:18])[F:17])[CH:11]=2)[CH:5]=[CH:4][N:3]=1.[N:21]1([C:27]2[CH:32]=[CH:31][C:30]([NH2:33])=[C:29](B3OC(C)(C)C(C)(C)O3)[CH:28]=2)[CH2:26][CH2:25][CH2:24][CH2:23][CH2:22]1.CC(C1C=C(C(C)C)C(C2C=CC=CC=2P(C2CCCCC2)C2CCCCC2)=C(C(C)C)C=1)C>COCCOC.O.Cl[Pd](Cl)([P](C1C=CC=CC=1)(C1C=CC=CC=1)C1C=CC=CC=1)[P](C1C=CC=CC=1)(C1C=CC=CC=1)C1C=CC=CC=1>[NH2:33][C:30]1[CH:29]=[CH:28][C:27]([N:21]2[CH2:26][CH2:25][CH2:24][CH2:23][CH2:22]2)=[CH:32][C:31]=1[C:2]1[CH:7]=[C:6]([NH:8][C:9](=[O:20])[C:10]2[CH:15]=[CH:14][CH:13]=[C:12]([C:16]([F:19])([F:18])[F:17])[CH:11]=2)[CH:5]=[CH:4][N:3]=1 |f:3.4,^1:86,105|. Reported procedure: Into a 50-mL round-bottom flask purged and maintained with an inert atmosphere of nitrogen, was placed a solution of N-(2-chloropyridin-4-yl)-3-(trifluoromethyl)benzamide (350 mg, 1.16 mmol, 1.00 equiv), 4-(piperidin-1-yl)-2-(4,4,5,5-tetramethyl-1,3,2-dioxaborolan-2-yl)benzenamine (430 mg, 1.42 mmol, 1.20 equiv), Pd(PPh3)2Cl2 (81.7 mg, 0.12 mmol, 0.10 equiv), K3PO4.7H2O (790 mg, 2.33 mmol, 2.00 equiv), X-PHOS (91.6 mg, 0.23 mmol, 0.20 equiv) in DME/H2O (10:1) (30/3 mL). The resulting solution wa... Reactants: O=C(c1ccc(Br)cc1)N1CCOCC1, CC(C)(O)c1cc(F)c(-c2cc(C(N)=O)c(N)s2)c(F)c1. The product is CC(C)(O)c1cc(F)c(-c2cc(C(N)=O)c(Nc3ccc(C(=O)N4CCOCC4)cc3)s2)c(F)c1. Reaction SMILES: [Br:22][c:23]1[cH:24][cH:25][c:26]([C:27](=[O:28])[N:29]2[CH2:30][CH2:31][O:32][CH2:33][CH2:34]2)[cH:35][cH:36]1.[NH2:1][c:2]1[s:3][c:4](-[c:10]2[c:11]([F:21])[cH:12][c:13]([C:17]([CH3:18])([CH3:19])[OH:20])[cH:14][c:15]2[F:16])[cH:5][c:6]1[C:7](=[O:8])[NH2:9]>>[NH:1]([c:2]1[s:3][c:4](-[c:10]2[c:11]([F:21])[cH:12][c:13]([C:17]([CH3:18])([CH3:19])[OH:20])[cH:14][c:15]2[F:16])[cH:5][c:6]1[C:7](=[O:8])[NH2:9])[c:23]1[cH:24][cH:25][c:26]([C:27](=[O:28])[N:29]2[CH2:30][CH2:31][O:32][CH2:33][CH2:34]2)[cH:35][cH:36]1. Reactants: BrC1=C2C(=NC=C1)N(C=C2)S(=O)(=O)C2=CC=C(C=C2)C (4-bromo-1-(4-methylphenylsulfonyl)-1H-pyrrolo[2,3-b]pyridine), FC=1C=CC(=C(C1)B(O)O)OC ((5-fluoro-2-methoxyphenyl)boronic acid), C([O-])([O-])=O.[K+].[K+] (potassium carbonate). The reagents and catalysts are C1=CC=C(C=C1)P([C-]2C=CC=C2)C3=CC=CC=C3.C1=CC=C(C=C1)P([C-]2C=CC=C2)C3=CC=CC=C3.Cl[Pd]Cl.[Fe+2].ClCCl ([1,1′-bis(diphenylphosphino)ferrocene]dichloropalladium(II) dichloromethane). Run in C(OC)COC (dimethoxyethane), O (water). Run at temperature 100 celsius, time 1 hour. The product is FC=1C=CC(=C(C1)C1=C2C(=NC=C1)N(C=C2)S(=O)(=O)C2=CC=C(C)C=C2)OC (4-(5-fluoro-2-methoxyphenyl)-1-tosyl-1H-pyrrolo[2,3-b]pyridine). As a reaction SMILES: Br[C:2]1[CH:7]=[CH:6][N:5]=[C:4]2[N:8]([S:11]([C:14]3[CH:19]=[CH:18][C:17]([CH3:20])=[CH:16][CH:15]=3)(=[O:13])=[O:12])[CH:9]=[CH:10][C:3]=12.[F:21][C:22]1[CH:23]=[CH:24][C:25]([O:31][CH3:32])=[C:26](B(O)O)[CH:27]=1.C(=O)([O-])[O-].[K+].[K+]>C(COC)OC.O.C1C=CC(P(C2C=CC=CC=2)[C-]2C=CC=C2)=CC=1.C1C=CC(P(C2C=CC=CC=2)[C-]2C=CC=C2)=CC=1.Cl[Pd]Cl.[Fe+2].ClCCl>[F:21][C:22]1[CH:27]=[CH:26][C:25]([O:31][CH3:32])=[C:24]([C:2]2[CH:7]=[CH:6][N:5]=[C:4]3[N:8]([S:11]([C:14]4[CH:19]=[CH:18][C:17]([CH3:20])=[CH:16][CH:15]=4)(=[O:13])=[O:12])[CH:9]=[CH:10][C:3]=23)[CH:23]=1 |f:2.3.4,7.8.9.10.11|. Reported procedure: To a mixture of 4-bromo-1-(4-methylphenylsulfonyl)-1H-pyrrolo[2,3-b]pyridine (100 g, 284.7 mmol) and (5-fluoro-2-methoxyphenyl)boronic acid (58.05 g, 341.6 mmol) in dimethoxyethane (1600 mL) and water (440 mL) was added potassium carbonate (106.2 g, 768.6 mmol). The mixture was purged with nitrogen and [1,1′-bis(diphenylphosphino)ferrocene]dichloropalladium(II)-dichloromethane adduct (13.95 g, 17.08 mmol) was added. The mixture was purged with nitrogen for 10 minutes and stirred at 100° C. for 1... Starting materials: C(#N)C1=NC=C(C=C1OC1=CC=C(C=C1)O)C(F)(F)F (4-(2-cyano-5-trifluoromethyl-pyridin-3-yloxy)-phenol), [I-].ClC1=CC=C(C=C1)N(C(=O)N1C=[N+](C=C1)C)C (3-[(4-chlorophenyl)-methyl-carbamoyl]-1-methyl-3H-imidazol-1-ium iodide). The product is C(#N)C1=NC=C(C=C1OC1=CC=C(C=C1)OC(N(C)C1=CC=C(C=C1)Cl)=O)C(F)(F)F ((4-Chloro-phenyl)-methyl-carbamic acid 4-(2-cyano-5-trifluoromethyl-pyridin-3-yloxy)-phenyl ester). RXN SMILES: [C:1]([C:3]1[C:8]([O:9][C:10]2[CH:15]=[CH:14][C:13]([OH:16])=[CH:12][CH:11]=2)=[CH:7][C:6]([C:17]([F:20])([F:19])[F:18])=[CH:5][N:4]=1)#[N:2].[I-].[Cl:22][C:23]1[CH:28]=[CH:27][C:26]([N:29]([CH3:38])[C:30](N2C=C[N+](C)=C2)=[O:31])=[CH:25][CH:24]=1>>[C:1]([C:3]1[C:8]([O:9][C:10]2[CH:11]=[CH:12][C:13]([O:16][C:30](=[O:31])[N:29]([C:26]3[CH:27]=[CH:28][C:23]([Cl:22])=[CH:24][CH:25]=3)[CH3:38])=[CH:14][CH:15]=2)=[CH:7][C:6]([C:17]([F:20])([F:18])[F:19])=[CH:5][N:4]=1)#[N:2] |f:1.2|. Procedure details: The title compound was prepared from 4-(2-cyano-5-trifluoromethyl-pyridin-3-yloxy)-phenol and 3-[(4-chlorophenyl)-methyl-carbamoyl]-1-methyl-3H-imidazol-1-ium iodide. The crude product was purified by preparative HPLC (25%). HPLC-MS m/z=448.2 (M+1), Rt: 5.1 min. The reactants are N#Cc1ccc(CBr)cc1, C1COCCO1, CC(C)(C)CO, C[Si](C)(C)[N-][Si](C)(C)C, [Na+], O. Yields the product CC(C)(C)COCc1ccc(C#N)cc1. Reaction SMILES: [C:17](#[N:18])[c:19]1[cH:20][cH:21][c:22]([CH2:23][Br:24])[cH:25][cH:26]1.[CH2:28]1[O:29][CH2:30][CH2:31][O:32][CH2:33]1.[CH3:11][C:12]([CH2:13][OH:14])([CH3:15])[CH3:16].[CH3:1][Si:2]([N-:3][Si:4]([CH3:5])([CH3:6])[CH3:7])([CH3:8])[CH3:9].[Na+:10].[OH2:27]>>[CH3:11][C:12]([CH2:13][O:14][CH2:23][c:22]1[cH:21][cH:20][c:19]([C:17]#[N:18])[cH:26][cH:25]1)([CH3:15])[CH3:16]. Starting materials: [BH4-].[Na+] (Sodium borohydride), FC1=C(C=O)C=C(C=C1OC)F (2,5-difluoro-3-methoxybenzaldehyde). Solvent: C(C)O (ethanol). Conditions: time 30 minute. Yields the product FC1=C(CO)C=C(C=C1OC)F (2,5-Difluoro-3-methoxybenzyl alcohol). The yield is 95.2%. Reaction SMILES: [BH4-].[Na+].[F:3][C:4]1[C:11]([O:12][CH3:13])=[CH:10][C:9]([F:14])=[CH:8][C:5]=1[CH:6]=[O:7]>C(O)C>[F:3][C:4]1[C:11]([O:12][CH3:13])=[CH:10][C:9]([F:14])=[CH:8][C:5]=1[CH2:6][OH:7] |f:0.1|. Procedure details: Sodium borohydride (2.83 g, 74.7 mmol) was added to a stirred solution of 2,5-difluoro-3-methoxybenzaldehyde (8.57 g, 49.8 mmol) in ethanol (100 ml) at room temperature. After 30 min, the mixture was concentrated, the residue was diluted with ether (300 ml) and successively washed with water (200 ml), 10% citric acid (200 ml), water (200 ml), brine (200 ml), and dried over magnesiun sulfate. Removal of solvent gave 8.26 g (95%) of the titled compound as a white solid.